Dataset: the Open Reaction Database (ORD), a public repository of structured organic reaction records. Task: describe an organic reaction: reactants, conditions, products, and yield The reactants are [Br-], CS(C)=O, CCOC(C)=O, CCOC(=O)C(C)(C)c1cn2nc(Cl)ccc2n1, [Na+], [Na+], [Na+], O=C([O-])[O-], O, NCCCN1CCC(OC(c2ccccc2)c2ccccc2)CC1. Product: CCOC(=O)C(C)(C)c1cn2nc(NCCCN3CCC(OC(c4ccccc4)c4ccccc4)CC3)ccc2n1. Reaction SMILES: [Br-:50].[CH3:51][S:52](=[O:53])[CH3:54].[CH3:56][CH2:57][O:58][C:59](=[O:60])[CH3:61].[Cl:25][c:26]1[cH:27][cH:28][c:29]2[n:30]([n:31]1)[cH:32][c:33]([C:35]([C:36](=[O:37])[O:38][CH2:39][CH3:40])([CH3:41])[CH3:42])[n:34]2.[Na+:43].[Na+:44].[Na+:49].[O-:45][C:46](=[O:47])[O-:48].[OH2:55].[c:1]1([CH:7]([O:8][CH:9]2[CH2:10][CH2:11][N:12]([CH2:15][CH2:16][CH2:17][NH2:18])[CH2:13][CH2:14]2)[c:19]2[cH:20][cH:21][cH:22][cH:23][cH:24]2)[cH:2][cH:3][cH:4][cH:5][cH:6]1>>[c:1]1([CH:7]([O:8][CH:9]2[CH2:10][CH2:11][N:12]([CH2:15][CH2:16][CH2:17][NH:18][c:26]3[cH:27][cH:28][c:29]4[n:30]([n:31]3)[cH:32][c:33]([C:35]([C:36](=[O:37])[O:38][CH2:39][CH3:40])([CH3:41])[CH3:42])[n:34]4)[CH2:13][CH2:14]2)[c:19]2[cH:20][cH:21][cH:22][cH:23][cH:24]2)[cH:2][cH:3][cH:4][cH:5][cH:6]1. The product is O=C(OCc1ccccc1)N1CCC(O)C1. RXN SMILES: [C:1](=[O:2])([CH3:3])[O:4][CH:5]1[CH2:6][N:7]([C:10](=[O:11])[O:12][CH2:13][c:14]2[cH:15][cH:16][cH:17][cH:18][cH:19]2)[CH2:8][CH2:9]1.[CH3:20][CH2:21][OH:22].[K+:24].[OH-:23].[OH2:25]>>[OH:4][CH:5]1[CH2:6][N:7]([C:10](=[O:11])[O:12][CH2:13][c:14]2[cH:15][cH:16][cH:17][cH:18][cH:19]2)[CH2:8][CH2:9]1. Starting materials: CC(=O)OC1CCN(C(=O)OCc2ccccc2)C1, CCO, [K+], [OH-], O. Starting materials: product, CC1(CC(CC(=C1)C)=O)C (3,3,5-Trimethyl-cyclohex-4-en-1-one), C/C(=C/C(=O)C)/[O-] (acetylacetonate). The product is CC1(C(C(=CC(C1)=O)C)=O)C (2,2,6-Trimethyl-cyclohex-5-en-1,4-dione). Reaction SMILES: [CH3:1][C:2]1([CH3:10])[CH:7]=[C:6]([CH3:8])[CH2:5][C:4](=[O:9])[CH2:3]1.C/C(/[O-])=C/C(C)=[O:15]>>[CH3:1][C:2]1([CH3:10])[CH2:3][C:4](=[O:9])[CH:5]=[C:6]([CH3:8])[C:7]1=[O:15]. Reported procedure: A mixture of 1380 g of a product obtained according to the hereinabove given process (β-phorone content: 51.6%) and 7 g of cobaltIII -acetylacetonate (Wacker Chemie GmbH, Munich, West Germany) was heated to about 50° under vigorous stirring (turbine speed: 1000 t/min). Air was then added to the said mixture at an initial flow of about 100-150 l/h, this flow being then progressively increased to about 300 l/h. Procedure: Then, 1-chloro-4-(1,1,1,2,2-pentafluoroethylsulfonyl)benzene was prepared as follows: ##STR19## 64 g of 1-chloro-4-(1,1,1,2,2-pentafluoroethylthio)benzene and 250 mL of glacial acetic acid were placed into a flask and stirred to form a mixture. While stirring, 250 mL of a 30% H2O2 /water solution was added dropwise. After this addition, the mixture was stirred for four hours at reflux and allowed to cool to room temperature. GC analysis showed reaction was complete. The resulting solids ("first ... The product is FC(C=1C=C(OC2=C(C=CC=C2)O)C=CC1)(F)F (2-(3-trifluoromethylphenoxy)phenol). Reaction SMILES: [F:1][C:2]([F:18])([F:17])[C:3]1[CH:4]=[C:5]([CH:14]=[CH:15][CH:16]=1)[O:6][C:7]1[CH:8]=[C:9](O)[CH:10]=[CH:11][CH:12]=1.C1(C(=CC=CC=1)O)[OH:20]>>[F:1][C:2]([F:18])([F:17])[C:3]1[CH:4]=[C:5]([CH:14]=[CH:15][CH:16]=1)[O:6][C:7]1[CH:8]=[CH:9][CH:10]=[CH:11][C:12]=1[OH:20]. Reactants: 1-chloro-4-(1,1,1,2,2-pentafluoroethylsulfonyl)benzene, FC(C=1C=C(OC=2C=C(C=CC2)O)C=CC1)(F)F (3-(3-trifluoromethylphenoxy)phenol), C=1(O)C(O)=CC=CC1 (catechol). Starting materials: C12C(CCCC1)C(=O)OC2=O (cyclohexane-1,2-dicarboxylic anhydride), ClC1=C(C=C(N)C=C1)OCC#N (4-chloro-3-cyanomethoxyaniline). Run in C(C)(=O)O (acetic acid). Conditions: time 2.5 hour. The product is ClC1=C(C=C(C=C1)N1C(C2=C(C1=O)CCCC2)=O)OCC#N (N-[4-chloro-3-cyanomethoxyphenyl]-3,4,5,6-tetrahydrophthalimide). As a reaction SMILES: [CH:1]12[C:10](=[O:11])[O:9][C:7](=O)[CH:2]1[CH2:3][CH2:4][CH2:5][CH2:6]2.[Cl:12][C:13]1[CH:19]=[CH:18][C:16]([NH2:17])=[CH:15][C:14]=1[O:20][CH2:21][C:22]#[N:23]>C(O)(=O)C>[Cl:12][C:13]1[CH:19]=[CH:18][C:16]([N:17]2[C:10](=[O:11])[C:1]3[CH2:6][CH2:5][CH2:4][CH2:3][C:2]=3[C:7]2=[O:9])=[CH:15][C:14]=1[O:20][CH2:21][C:22]#[N:23]. Reported procedure: A mixture of 1.52 g. of cyclohexane-1,2-dicarboxylic anhydride, 1.83 g. of 4-chloro-3-cyanomethoxyaniline (melting point 89°-90° C.) and 8 ml. of acetic acid was refluxed with stirring for 2.5 hours. The solvent was distilled off under a reduced pressure and then, water was added to obtain a crude crystal. The product was recrystallized from methanol to obtain 2.83 g. of Compound No. 228 shown in Table 1. Reactants: C(#N)[BH3-].[Na+] (sodium cyanoborohydride), NC1=C(C=C(C[C@@H](NC(=O)N2CCC(CC2)=O)C(=O)N2CCC(CC2)C2CCN(CC2)C)C=C1Br)Br (1-[4-amino-3,5-dibromo-N-[(4-oxo-1-piperidinyl)carbonyl]-D-phenylalanyl]-4-(1-methyl-4-piperidinyl)-piperidine), C(C)(=O)[O-].[NH4+] (ammonium acetate), Cl (hydrochloric acid). The solvent is CO (methanol). The product is NC1=C(C=C(C[C@@H](NC(=O)N2CCC(CC2)N)C(=O)N2CCC(CC2)C2CCN(CC2)C)C=C1Br)Br (1-[4-amino-N-[(4-amino-1-piperidinyl)carbonyl]-3,5-dibromo-D-phenylalanyl]-4-(1-methyl-4-piperidinyl)-piperidine). RXN SMILES: C([BH3-])#[N:2].[Na+].[NH2:5][C:6]1[C:38]([Br:39])=[CH:37][C:9]([CH2:10][C@H:11]([C:22]([N:24]2[CH2:29][CH2:28][CH:27]([CH:30]3[CH2:35][CH2:34][N:33]([CH3:36])[CH2:32][CH2:31]3)[CH2:26][CH2:25]2)=[O:23])[NH:12][C:13]([N:15]2[CH2:20][CH2:19][C:18](=O)[CH2:17][CH2:16]2)=[O:14])=[CH:8][C:7]=1[Br:40].C([O-])(=O)C.[NH4+].Cl>CO>[NH2:5][C:6]1[C:38]([Br:39])=[CH:37][C:9]([CH2:10][C@H:11]([C:22]([N:24]2[CH2:29][CH2:28][CH:27]([CH:30]3[CH2:35][CH2:34][N:33]([CH3:36])[CH2:32][CH2:31]3)[CH2:26][CH2:25]2)=[O:23])[NH:12][C:13]([N:15]2[CH2:20][CH2:19][CH:18]([NH2:2])[CH2:17][CH2:16]2)=[O:14])=[CH:8][C:7]=1[Br:40] |f:0.1,3.4|. Reported procedure: 653 mg (10.4 mMol) 95% sodium cyanoborohydride (Aldrich 15.615-9) was stirred into the mixture of 930 mg (1.48 mMol) 1-[4-amino-3,5-dibromo-N-[(4-oxo-1-piperidinyl)carbonyl]-D-phenylalanyl]-4-(1-methyl-4-piperidinyl)-piperidine, 1143 mg (14.8 mMol) ammonium acetate (Merck No. 1115) and 30 ml anhydrous methanol at room temperature, and was stirred overnight. The deposit was adjusted to pH ≦2 with conc. hydrochloric acid and was evaporated in a vacuum. The residue is taken up in water and made alk...